From a dataset of the Open Reaction Database (ORD), a public repository of structured organic reaction records. describe an organic reaction: reactants, conditions, products, and yield The reactants are C(C)OC(=O)C=1C(=CC(OC1C)=O)C (4,6-dimethyl-2-oxo-2H-pyran-5-carboxylic acid ethyl ester), NC1=CC=CC=C1 (aniline), C(C)(=O)O (acetic acid), C(C)(=O)NC1=CC=CC=C1 (acetanilide), C(C)(=O)NC1=CC=C(C=C1)C(C)=O (4′-acetamidoacetophenone). Run at time 5 hour. The product is C(C)OC(=O)C1=C(N(C(C=C1C)=O)C1=CC=CC=C1)C (2,4-Dimethyl-6-oxo-1-phenyl-1,6-dihydro-pyridine-3-carboxylic acid ethyl ester). The yield is 32.6%. Reaction SMILES: [CH2:1]([O:3][C:4]([C:6]1[C:7]([CH3:14])=[CH:8][C:9](=[O:13])O[C:11]=1[CH3:12])=[O:5])[CH3:2].[NH2:15][C:16]1[CH:21]=[CH:20][CH:19]=[CH:18][CH:17]=1.C(O)(=O)C.C(NC1C=CC=CC=1)(=O)C.C(NC1C=CC(C(=O)C)=CC=1)(=O)C>>[CH2:1]([O:3][C:4]([C:6]1[C:7]([CH3:14])=[CH:8][C:9](=[O:13])[N:15]([C:16]2[CH:21]=[CH:20][CH:19]=[CH:18][CH:17]=2)[C:11]=1[CH3:12])=[O:5])[CH3:2]. Procedure details: A mixture of 4,6-dimethyl-2-oxo-2H-pyran-5-carboxylic acid ethyl ester (=ethyl isodehydroacetate, 1.967 g, 10.02 mmol), aniline (1.865 g, 20.03 mmol) and acetic acid (0.5 mL, 9 mmol) was shaken at 90 C for 5 hours, then at 55° C. for 3 days. The excess of volatiles were removed in vacuo (0.1 mbar, 70 C, 30 min). It was transferred on to a SiO2 column (50 g) with 1,2-dichloroethane/heptane 1:3 purified by flash chromatography with gradient 20% to 100% of ethyl acetate in heptane. The pure fractio... Reactants: FC1=CC=C(C=C1)[N+](=O)[O-] (1-fluoro-4-nitro-benzene), CN(CCNS(=O)(=O)CC)C (N-(2-dimethylamino-ethyl)-ethanesulphonamide), [H-].[Na+] (sodium hydride). The product is CN(CCN(S(=O)(=O)CC)C1=CC=C(C=C1)[N+](=O)[O-])C (4-[N-(2-dimethylamino-ethyl)-N-(ethylsulphonyl)-amino]-nitrobenzene). RXN SMILES: F[C:2]1[CH:7]=[CH:6][C:5]([N+:8]([O-:10])=[O:9])=[CH:4][CH:3]=1.[CH3:11][N:12]([CH3:21])[CH2:13][CH2:14][NH:15][S:16]([CH2:19][CH3:20])(=[O:18])=[O:17].[H-].[Na+]>>[CH3:11][N:12]([CH3:21])[CH2:13][CH2:14][N:15]([C:2]1[CH:7]=[CH:6][C:5]([N+:8]([O-:10])=[O:9])=[CH:4][CH:3]=1)[S:16]([CH2:19][CH3:20])(=[O:18])=[O:17] |f:2.3|. Procedure: Prepared from 1-fluoro-4-nitro-benzene, N-(2-dimethylamino-ethyl)-ethanesulphonamide and sodium hydride as base